From a dataset of the Open Reaction Database (ORD), a public repository of structured organic reaction records. describe an organic reaction: reactants, conditions, products, and yield The reactants are C(#N)CCC=NNC1=CC=C(C[C@@H]2NC(OC2)=O)C=C1 ((S)-4-{4-[2-(3-cyanopropylidene) hydrazino]benzyl]-1,3 - oxazolidin -2-one), polyphosphate ester. Solvent: C(Cl)(Cl)Cl (chloroform). Product: C(#N)CC1=CNC2=CC=C(C=C12)C[C@@H]1NC(OC1)=O ((S)-3-Cyanomethyl-5-(2-oxo-1,3-oxazolidin-4-ylmethyl)-1H-indole). The yield is 153.6%. Reaction SMILES: C(CCC=N[NH:7][C:8]1[CH:20]=[CH:19][C:11]([CH2:12][C@H:13]2[CH2:17][O:16][C:15](=[O:18])[NH:14]2)=[CH:10][CH:9]=1)#N>C(Cl)(Cl)Cl>[C:8]([CH2:9][C:10]1[C:9]2[C:8](=[CH:20][CH:19]=[C:11]([CH2:12][C@H:13]3[CH2:17][O:16][C:15](=[O:18])[NH:14]3)[CH:10]=2)[NH:7][CH:11]=1)#[N:7]. Reported procedure: A solution of the product from step (b) (2.5 g) and polyphosphate ester (20.0 g) in chloroform (40 ml) was refluxed for 20 minutes. Ice was added to the cooled mixture and the chloroform evaporated in vacuo. The remaining aqueous phase was extracted with ethyl acetate and the combined extracts evaporated in vacuo to give the desired product as a pale yellow oil (1.8 g). Starting materials: C(C)(C)(C)OC(=O)N1CCC(CC1)\C=C\C1=CC=C2C(=NNC2=C1)C1CCN(CC1)CC(=O)OC(C)(C)C (4-{2-[3-(1-tert-Butoxycarbonylmethyl-piperidin-4-yl)-1H-indazol-6-yl]-(E)-vinyl}-piperidine-1-carboxylic acid tert-butyl ester), N (Ammonia). The solvent is Cl (hydrochloric acid). Conditions: time 18 hour. Product: N1CCC(CC1)/C=C/C1=CC=C2C(=NNC2=C1)C1CCN(CC1)CC(=O)O ({4-[6-(2-Piperidin-4-yl-(E)-vinyl)-1H-indazol-3-yl]-piperidin-1-yl}acetic acid). Isolated yield 72.8%. Reaction SMILES: C(OC([N:8]1[CH2:13][CH2:12][CH:11](/[CH:14]=[CH:15]/[C:16]2[CH:24]=[C:23]3[C:19]([C:20]([CH:25]4[CH2:30][CH2:29][N:28]([CH2:31][C:32]([O:34]C(C)(C)C)=[O:33])[CH2:27][CH2:26]4)=[N:21][NH:22]3)=[CH:18][CH:17]=2)[CH2:10][CH2:9]1)=O)(C)(C)C.N>Cl>[NH:8]1[CH2:13][CH2:12][CH:11](/[CH:14]=[CH:15]/[C:16]2[CH:24]=[C:23]3[C:19]([C:20]([CH:25]4[CH2:30][CH2:29][N:28]([CH2:31][C:32]([OH:34])=[O:33])[CH2:27][CH2:26]4)=[N:21][NH:22]3)=[CH:18][CH:17]=2)[CH2:10][CH2:9]1. Procedure details: 4-{2-[3-(1-tert-Butoxycarbonylmethyl-piperidin-4-yl)-1H-indazol-6-yl]-(E)-vinyl}-piperidine-1-carboxylic acid tert-butyl ester (54.0 g) was added portionwise (ca. 9 portions) over 0.75 h to a stirred solution of 5M hydrochloric acid (270 ml) at 20°-25°, and the mixture was stirred at 20°-23° for 18 h. 880 Ammonia (54 ml) was added dropwise with caution over 0.75 h, maintaining the temperature between 18°-26°. The resulting solution (pH 1-2) was filtered through 1 micron graded glass fibre filter... The product is Cc1cc2nc(C)n(COC(=O)C(C)(C)C)c(=O)c2cc1CBr. Reactants: O=C1CCC(=O)N1Br, CC(C)(C)C(=O)OCCl, Cc1cc2nc(C)n(COC(=O)C(C)(C)C)c(=O)c2cc1C, O=C(OOC(=O)c1ccccc1)c1ccccc1, Cc1nc2cc(C)c(C)cc2c(=O)[nH]1, Cc1ccc2nc(C)[nH]c(=O)c2c1. Reaction SMILES: [Br:59][N:60]1[C:61](=[O:62])[CH2:63][CH2:64][C:65]1=[O:66].[C:15]([O:16][CH2:17][Cl:18])(=[O:19])[C:20]([CH3:21])([CH3:22])[CH3:23].[C:37]([C:38]([CH3:39])([CH3:40])[CH3:41])(=[O:42])[O:43][CH2:44][n:45]1[c:46]([CH3:58])[n:47][c:48]2[cH:49][c:50]([CH3:57])[c:51]([CH3:56])[cH:52][c:53]2[c:54]1=[O:55].[C:67]([O:68][O:69][C:70](=[O:71])[c:72]1[cH:73][cH:74][cH:75][cH:76][cH:77]1)(=[O:78])[c:79]1[cH:80][cH:81][cH:82][cH:83][cH:84]1.[CH3:1][c:2]1[nH:3][c:4](=[O:5])[c:6]2[c:7]([cH:8][c:9]([CH3:10])[c:11]([CH3:12])[cH:13]2)[n:14]1.[CH3:24][c:25]1[nH:26][c:27](=[O:28])[c:29]2[c:30]([cH:31][cH:32][c:33]([CH3:34])[cH:35]2)[n:36]1>>[C:37]([C:38]([CH3:39])([CH3:40])[CH3:41])(=[O:42])[O:43][CH2:44][n:45]1[c:46]([CH3:58])[n:47][c:48]2[cH:49][c:50]([CH3:57])[c:51]([CH2:56][Br:59])[cH:52][c:53]2[c:54]1=[O:55]. The reactants are Cl.NO (Hydroxylamine-HCl), C(=O)(O)[O-].[Na+] (NaHCO3), CO (methanol), CC1=NOC(=C1C1=C(C(=NN1C1=CC=C(C=C1)OC)C)C#N)C (5-(3,5-dimethylisoxazol-4-yl)-1-(4-methoxyphenyl)-3-methyl-1H-pyrazole-4-carbonitrile). The solvent is O (water), [Cl-].[Na+].O (brine), CCOC(=O)C (EtOAc). Reaction conditions: temperature 130 celsius, time 30 minute. The product is NO (hydroxylamine), CC1=NOC(=C1C1C(C(=NN1C1=CC=C(C=C1)O)C)C(N)=NO)C (5-(3,5-dimethylisoxazol-4-yl)-N′-hydroxy-1-(4-hydroxyphenyl)-3-methyl-4H-pyrazole-4-carboximidamide), CC1=NOC(=C1C1=C(C(=NN1C1=CC=C(C=C1)O)C)C(N)=NO)C (5-(3,5-dimethylisoxazol-4-yl)-N′-hydroxy-1-(4-hydroxyphenyl)-3-methyl-1H-pyrazole-4-carboximidamide). Yield: 62.5%. As a reaction SMILES: Cl.[NH2:2][OH:3].C([O-])(O)=O.[Na+].CO.[CH3:11][C:12]1[C:16]([C:17]2[N:21]([C:22]3[CH:27]=[CH:26][C:25]([O:28]C)=[CH:24][CH:23]=3)[N:20]=[C:19]([CH3:30])[C:18]=2[C:31]#[N:32])=[C:15]([CH3:33])[O:14][N:13]=1>O.[Cl-].[Na+].O.CCOC(C)=O>[NH2:13][OH:14].[CH3:11][C:12]1[C:16]([CH:17]2[N:21]([C:22]3[CH:23]=[CH:24][C:25]([OH:28])=[CH:26][CH:27]=3)[N:20]=[C:19]([CH3:30])[CH:18]2[C:31](=[N:2][OH:3])[NH2:32])=[C:15]([CH3:33])[O:14][N:13]=1.[CH3:11][C:12]1[C:16]([C:17]2[N:21]([C:22]3[CH:23]=[CH:24][C:25]([OH:28])=[CH:26][CH:27]=3)[N:20]=[C:19]([CH3:30])[C:18]=2[C:31](=[N:2][OH:3])[NH2:32])=[C:15]([CH3:33])[O:14][N:13]=1 |f:0.1,2.3,7.8.9|. Procedure: A hydroxylamine solution was prepared. Hydroxylamine-HCl (26 mg, 0.37 mmol) and NaHCO3 (32 mg, 0.37 mmol) dissolved in water (0.2 mL), methanol (0.4 mL) was stirred 2 min until gas ceased to evolve, the mixture was filtered and degassed (N2). This was added to the 5-(3,5-dimethylisoxazol-4-yl)-1-(4-methoxyphenyl)-3-methyl-1H-pyrazole-4-carbonitrile (11 mg, 0.037 mmol) and stirred at 130° C. for 30 min in the microwave. EtOAc and brine were added and the phases were separated. Purification using ... Reactants: OCCC1=CC=C(C=C1)CC(C(=O)OCC)OC(C)C (ethyl 3-[4-(2-hydroxyethyl)phenyl]-2-isopropoxypropanoate), ClC1=CC=C(C=C1)N=C=O (4-chlorophenylisocyanate). Product: ClC1=CC=C(C=C1)NC(=O)OCCC1=CC=C(C=C1)CC(C(=O)O)OC(C)C (3-(4-{2-[(4-Chlorophenyl)carbamoyloxy]-ethyl}phenyl)-2-isopropoxypropanoic acid). Reaction SMILES: [OH:1][CH2:2][CH2:3][C:4]1[CH:9]=[CH:8][C:7]([CH2:10][CH:11]([O:17][CH:18]([CH3:20])[CH3:19])[C:12]([O:14]CC)=[O:13])=[CH:6][CH:5]=1.[Cl:21][C:22]1[CH:27]=[CH:26][C:25]([N:28]=[C:29]=[O:30])=[CH:24][CH:23]=1>>[Cl:21][C:22]1[CH:27]=[CH:26][C:25]([NH:28][C:29]([O:1][CH2:2][CH2:3][C:4]2[CH:5]=[CH:6][C:7]([CH2:10][CH:11]([O:17][CH:18]([CH3:19])[CH3:20])[C:12]([OH:14])=[O:13])=[CH:8][CH:9]=2)=[O:30])=[CH:24][CH:23]=1. Procedure details: Using ethyl 3-[4-(2-hydroxyethyl)phenyl]-2-isopropoxypropanoate and 4-chlorophenylisocyanate, the title compound was obtained in the same manner as described in Example 148. Starting materials: CCOC(=O)C1(O[Si](C)(C)C(C)(C)C)CC1NC(=O)OCc1ccccc1, C1CCOC1, CCOCC, F, c1ccncc1. The product is CCOC(=O)C1(O)CC1NC(=O)OCc1ccccc1. RXN SMILES: [CH2:1]([c:2]1[cH:3][cH:4][cH:5][cH:6][cH:7]1)[O:8][C:9](=[O:10])[NH:11][CH:12]1[C:13]([C:15](=[O:16])[O:17][CH2:18][CH3:19])([O:20][Si:21]([C:22]([CH3:23])([CH3:24])[CH3:25])([CH3:26])[CH3:27])[CH2:14]1.[CH2:35]1[O:36][CH2:37][CH2:38][CH2:39]1.[CH3:40][CH2:41][O:42][CH2:43][CH3:44].[FH:28].[cH:29]1[cH:30][cH:31][n:32][cH:33][cH:34]1>>[CH2:1]([c:2]1[cH:3][cH:4][cH:5][cH:6][cH:7]1)[O:8][C:9](=[O:10])[NH:11][CH:12]1[C:13]([C:15](=[O:16])[O:17][CH2:18][CH3:19])([OH:20])[CH2:14]1. Reactants: ClCC(=O)Cl (chloroacetyl chloride), C(C)(C)C=1C=CC=C2CCC(NC12)=O (8-isopropyl-3,4-dihydrocarbostyril). The product is ClCC(=O)C=1C=C2CCC(NC2=C(C1)C(C)C)=O (6-chloroacetyl-8-isopropyl-3,4-dihydrocarbostyril). RXN SMILES: [Cl:1][CH2:2][C:3](Cl)=[O:4].[CH:6]([C:9]1[CH:10]=[CH:11][CH:12]=[C:13]2[C:18]=1[NH:17][C:16](=[O:19])[CH2:15][CH2:14]2)([CH3:8])[CH3:7]>>[Cl:1][CH2:2][C:3]([C:11]1[CH:12]=[C:13]2[C:18](=[C:9]([CH:6]([CH3:7])[CH3:8])[CH:10]=1)[NH:17][C:16](=[O:19])[CH2:15][CH2:14]2)=[O:4]. Procedure details: By using chloroacetyl chloride and 8-isopropyl-3,4-dihydrocarbostyril, there was obtained 6-chloroacetyl-8-isopropyl-3,4-dihydrocarbostyril as a white powder having a melting point of 224°-229° C. Reactants: COC[C@H](C)NC(=O)C1=CN(C2=NC=C(N=C21)Br)COCC[Si](C)(C)C (2-Bromo-5-(2-trimethylsilanyl-ethoxymethyl)-5H-pyrrolo[2,3-b]pyrazine-7-carboxylic acid ((S)-2-methoxy-1-methyl-ethyl)-amide), hexamethyltin, IC1=CN=C2N1C=CC(=C2)C#N (3-iodo-imidazo[1,2-a]pyridine-7-carbonitrile). The reagents and catalysts are C=1C=CC(=CC1)[P](C=2C=CC=CC2)(C=3C=CC=CC3)[Pd]([P](C=4C=CC=CC4)(C=5C=CC=CC5)C=6C=CC=CC6)([P](C=7C=CC=CC7)(C=8C=CC=CC8)C=9C=CC=CC9)[P](C=1C=CC=CC1)(C=1C=CC=CC1)C=1C=CC=CC1 (Tetrakis(triphenylphosphine)palladium(0)), C=1C=CC(=CC1)[P](C=2C=CC=CC2)(C=3C=CC=CC3)[Pd]([P](C=4C=CC=CC4)(C=5C=CC=CC5)C=6C=CC=CC6)([P](C=7C=CC=CC7)(C=8C=CC=CC8)C=9C=CC=CC9)[P](C=1C=CC=CC1)(C=1C=CC=CC1)C=1C=CC=CC1 (tetrakis(triphenylphosphine)palladium(0)). Run at temperature 95 celsius. Yields the product COC[C@H](C)NC(=O)C1=CN(C2=NC=C(N=C21)C2=CN=C1N2C=CC(=C1)C#N)COCC[Si](C)(C)C (2-(7-cyano-imidazo[1,2-a]pyridin-3-yl)-5-(2-trimethylsilanyl-ethoxymethyl)-5H-pyrrolo[2,3-b]pyrazine-7-carboxylic acid ((S)-2-methoxy-1-methyl-ethyl)-amide). Reaction SMILES: [CH3:1][O:2][CH2:3][C@@H:4]([NH:6][C:7]([C:9]1[C:17]2[C:12](=[N:13][CH:14]=[C:15](Br)[N:16]=2)[N:11]([CH2:19][O:20][CH2:21][CH2:22][Si:23]([CH3:26])([CH3:25])[CH3:24])[CH:10]=1)=[O:8])[CH3:5].I[C:28]1[N:32]2[CH:33]=[CH:34][C:35]([C:37]#[N:38])=[CH:36][C:31]2=[N:30][CH:29]=1>C1C=CC([P]([Pd]([P](C2C=CC=CC=2)(C2C=CC=CC=2)C2C=CC=CC=2)([P](C2C=CC=CC=2)(C2C=CC=CC=2)C2C=CC=CC=2)[P](C2C=CC=CC=2)(C2C=CC=CC=2)C2C=CC=CC=2)(C2C=CC=CC=2)C2C=CC=CC=2)=CC=1>[CH3:1][O:2][CH2:3][C@@H:4]([NH:6][C:7]([C:9]1[C:17]2[C:12](=[N:13][CH:14]=[C:15]([C:28]3[N:32]4[CH:33]=[CH:34][C:35]([C:37]#[N:38])=[CH:36][C:31]4=[N:30][CH:29]=3)[N:16]=2)[N:11]([CH2:19][O:20][CH2:21][CH2:22][Si:23]([CH3:26])([CH3:25])[CH3:24])[CH:10]=1)=[O:8])[CH3:5] |^1:42,44,63,82|. Procedure: 2-Bromo-5-(2-trimethylsilanyl-ethoxymethyl)-5H-pyrrolo[2,3-b]pyrazine-7-carboxylic acid ((S)-2-methoxy-1-methyl-ethyl)-amide (100 mg, 0.196 mmol) and hexamethyltin (72 mg, 0.22 mmol) were combined in a nitrogen sparged toluene (5 ml) solution. Tetrakis(triphenylphosphine)palladium(0) (19.5 mg, 0.17 mmol) was added and the solution heated to 95° C. for 2 h. The reaction was cooled and 3-iodo-imidazo[1,2-a]pyridine-7-carbonitrile (54 mg, 0.2 mmol) was added with additional tetrakis(triphenylphosph... Starting materials: [H-].[Al+3].[Li+].[H-].[H-].[H-] (lithium aluminum hydride), C(CCCCCCC\C=C/CCCCCCCC)OCC(COCCCCCCCC\C=C/CCCCCCCC)N=[N+]=[N-] (1,3-dioleyloxy-2-propyl azide). Run in ice water, O1CCCC1 (tetrahydrofuran). Conditions: temperature 0 celsius, time 2 hour. Product: C(CCCCCCC\C=C/CCCCCCCC)OCC(COCCCCCCCC\C=C/CCCCCCCC)N (1,3-dioleyloxy-2-propylamine). Isolated yield 87.8%. As a reaction SMILES: [H-].[Al+3].[Li+].[H-].[H-].[H-].[CH2:7]([O:25][CH2:26][CH:27]([N:48]=[N+]=[N-])[CH2:28][O:29][CH2:30][CH2:31][CH2:32][CH2:33][CH2:34][CH2:35][CH2:36][CH2:37]/[CH:38]=[CH:39]\[CH2:40][CH2:41][CH2:42][CH2:43][CH2:44][CH2:45][CH2:46][CH3:47])[CH2:8][CH2:9][CH2:10][CH2:11][CH2:12][CH2:13][CH2:14]/[CH:15]=[CH:16]\[CH2:17][CH2:18][CH2:19][CH2:20][CH2:21][CH2:22][CH2:23][CH3:24]>O1CCCC1>[CH2:7]([O:25][CH2:26][CH:27]([NH2:48])[CH2:28][O:29][CH2:30][CH2:31][CH2:32][CH2:33][CH2:34][CH2:35][CH2:36][CH2:37]/[CH:38]=[CH:39]\[CH2:40][CH2:41][CH2:42][CH2:43][CH2:44][CH2:45][CH2:46][CH3:47])[CH2:8][CH2:9][CH2:10][CH2:11][CH2:12][CH2:13][CH2:14]/[CH:15]=[CH:16]\[CH2:17][CH2:18][CH2:19][CH2:20][CH2:21][CH2:22][CH2:23][CH3:24] |f:0.1.2.3.4.5|. Procedure details: In 3 ml of tetrahydrofuran was suspended 8 mg (0.2 mmol) of lithium aluminum hydride. While this suspension was maintained under ice-cooling, 125 mg (0.2 mmol) of 1,3-dioleyloxy-2-propyl azide was added dropwise and the mixture was stirred at 0° C. for 2 hours. The reaction mixture was then poured in ice-water and extracted with ether. The extract was washed with water, dried, and concentrated. The residue was subjected to column chromatography (silica gel/methylene chloride-methanol) to provide...